The task is: describe an organic reaction: reactants, conditions, products, and yield. This data is from the Open Reaction Database (ORD), a public repository of structured organic reaction records. The reactants are [BH4-], N#Cc1cc(C(=O)CNC2CC2)cc(Br)c1N, [Na+], C1CCOC1, O. The product is N#Cc1cc(C(O)CNC2CC2)cc(Br)c1N. Reaction SMILES: [BH4-:1].[NH2:3][c:4]1[c:5]([Br:19])[cH:6][c:7]([C:12]([CH2:13][NH:14][CH:15]2[CH2:16][CH2:17]2)=[O:18])[cH:8][c:9]1[C:10]#[N:11].[Na+:2].[O:20]1[CH2:21][CH2:22][CH2:23][CH2:24]1.[OH2:25]>>[NH2:3][c:4]1[c:5]([Br:19])[cH:6][c:7]([CH:12]([CH2:13][NH:14][CH:15]2[CH2:16][CH2:17]2)[OH:18])[cH:8][c:9]1[C:10]#[N:11]. Starting materials: BrC1=CN=CC2=CC=CC(=C12)[N+](=O)[O-] (4-Bromo-5-nitroisoquinoline), [OH-].[Na+] (sodium hydroxide), stannous chloride dihydrate, Cl (hydrochloric acid). Run in C(C)O (ethanol). Conditions: temperature 80 celsius, time 12 hour. Product: BrC1=CN=CC2=CC=CC(=C12)N (4-bromo-5-aminoisoquinoline). The yield is 55.9%. RXN SMILES: [Br:1][C:2]1[C:11]2[C:6](=[CH:7][CH:8]=[CH:9][C:10]=2[N+:12]([O-])=O)[CH:5]=[N:4][CH:3]=1.Cl.[OH-].[Na+]>C(O)C>[Br:1][C:2]1[C:11]2[C:6](=[CH:7][CH:8]=[CH:9][C:10]=2[NH2:12])[CH:5]=[N:4][CH:3]=1 |f:2.3|. Procedure details: 4-Bromo-5-nitroisoquinoline (1.0 g) synthesized as described above and stannous chloride dihydrate (4.5 g, Wako Pure Chemical Industries) were suspended in ethanol (30 ml), added with concentrated hydrochloric acid (2.3 ml) and stirred at 80° C. for 30 minutes and at room temperature for further 12 hours. The reaction mixture was adjusted to pH 12 with addition of 2 N aqueous sodium hydroxide. The target compound was extracted three times with ethyl acetate (100 ml for each time), and the combin... The reactants are NC1=CC=C(C=C1)C=1NC2=C(N1)C=C(C=C2)N (2-(4-aminophenyl)-6-aminobenzimidazole), C1(CCCCC1)C(=O)Cl (cyclohexylcarbonyl chloride). Product: N1=CNC2=C1C=CC=C2 (benzimidazole). RXN SMILES: NC1C=CC([C:8]2[NH:9][C:10]3[CH:16]=[CH:15][C:14](N)=[CH:13][C:11]=3[N:12]=2)=CC=1.C1(C(Cl)=O)CCCCC1>>[N:9]1[C:10]2[CH:16]=[CH:15][CH:14]=[CH:13][C:11]=2[NH:12][CH:8]=1. Reported procedure: 2-(N-Cyclohexylcarbonyl-4′-aminophenyl)-6-cyclohexylcarbonylamino)-benzimidazole was prepared by Method A from 2-(4-aminophenyl)-6-aminobenzimidazole (0.195 g, 0.87 mmole) and cyclohexylcarbonyl chloride (0.291 ml, 0.319 g, 2.175 mmole). The resulting solid (76.7 mg) was purified by preparative HPLC. Reactants: BrBr (bromine), C([O-])(O)=O.[Na+] (sodium bicarbonate), C([O-])(O)=O.[Na+] (Sodium bicarbonate), C(C1=CC=CC=C1)OC1=C(C(=O)OC)C=CC(=C1)C1CCC1 (methyl 2-(benzyloxy)-4-cyclobutylbenzoate). Run in ClCCl (dichloromethane), ClCCl (dichloromethane). Conditions: temperature 10 celsius, time 1 hour. Product: C(C1=CC=CC=C1)OC1=C(C(=O)OC)C=C(C(=C1)C1CCC1)Br (Methyl 2-(benzyloxy)-5-bromo-4-cyclobutylbenzoate). RXN SMILES: C(=O)(O)[O-].[Na+].[CH2:6]([O:13][C:14]1[CH:23]=[C:22]([CH:24]2[CH2:27][CH2:26][CH2:25]2)[CH:21]=[CH:20][C:15]=1[C:16]([O:18][CH3:19])=[O:17])[C:7]1[CH:12]=[CH:11][CH:10]=[CH:9][CH:8]=1.[Br:28]Br>ClCCl>[CH2:6]([O:13][C:14]1[CH:23]=[C:22]([CH:24]2[CH2:27][CH2:26][CH2:25]2)[C:21]([Br:28])=[CH:20][C:15]=1[C:16]([O:18][CH3:19])=[O:17])[C:7]1[CH:8]=[CH:9][CH:10]=[CH:11][CH:12]=1 |f:0.1|. Reported procedure: Sodium bicarbonate (7.51 g) was added to a mixture of methyl 2-(benzyloxy)-4-cyclobutylbenzoate (14 g) and dichloromethane, then a dichloromethane (25 mL) solution of bromine (3.17 mL) was slowly added thereto at 10° C., and the mixture was stirred at the same temperature as above for 1 hour. A saturated aqueous solution of sodium bicarbonate was added to the reaction mixture, followed by extraction with ethyl acetate. The organic layer was washed with a saturated aqueous solution of sodium bisu... Starting materials: [H-].[Na+] (sodium hydride), CO (methanol), C1(=CC=CC=C1)COC[C@@H]1[C@@H](OCC2=CC=CC=C2)[C@H](OCC2=CC=CC=C2)[C@H](O1)[C@H](O)CO (2,5-anhydro-1,3,4-tris-O-(phenylmethyl)-D-glycero-D-manno-heptitol), C(C1=CC=CC=C1)Br (benzyl bromide). The solvent is CN(C=O)C (dimethylformamide), CN(C=O)C (dimethylformamide). Reaction conditions: time 1 hour. Product: C1(=CC=CC=C1)COC[C@@H]1[C@@H](OCC2=CC=CC=C2)[C@H](OCC2=CC=CC=C2)[C@H](O1)[C@H](OCC1=CC=CC=C1)COCC1=CC=CC=C1 (2,5-Anhydro-1,3,4,6,7-pentakis-O-(phenylmethyl)-D-glycero-D-manno-heptitol). Reaction SMILES: [C:1]1([CH2:7][O:8][CH2:9][C@H:10]2[O:30][C@H:29]([C@@H:31]([CH2:33][OH:34])[OH:32])[C@@H:20]([O:21][CH2:22][C:23]3[CH:28]=[CH:27][CH:26]=[CH:25][CH:24]=3)[C@@H:11]2[O:12][CH2:13][C:14]2[CH:19]=[CH:18][CH:17]=[CH:16][CH:15]=2)[CH:6]=[CH:5][CH:4]=[CH:3][CH:2]=1.[H-].[Na+].[CH2:37](Br)[C:38]1[CH:43]=[CH:42][CH:41]=[CH:40][CH:39]=1.CO>CN(C)C=O>[C:1]1([CH2:7][O:8][CH2:9][C@H:10]2[O:30][C@H:29]([C@@H:31]([CH2:33][O:34][CH2:7][C:1]3[CH:6]=[CH:5][CH:4]=[CH:3][CH:2]=3)[O:32][CH2:37][C:38]3[CH:43]=[CH:42][CH:41]=[CH:40][CH:39]=3)[C@@H:20]([O:21][CH2:22][C:23]3[CH:24]=[CH:25][CH:26]=[CH:27][CH:28]=3)[C@@H:11]2[O:12][CH2:13][C:14]2[CH:19]=[CH:18][CH:17]=[CH:16][CH:15]=2)[CH:6]=[CH:5][CH:4]=[CH:3][CH:2]=1 |f:1.2|. Procedure details: An 850 mg portion of 2,5-anhydro-1,3,4-tris-O-(phenylmethyl)-D-glycero-D-manno-heptitol was dissolved in dry dimethylformamide and added to a slurry of 218 mg of sodium hydride in dimethylformamide. After stirring 1 hour, 1.9 ml of benzyl bromide was added, the mixture stirred overnight, 5 ml to methanol added and the solvents evaporated. The residue was taken up in 50 ml of water and 50 ml of dichloromethane, the organic layer separated, washed with water and brine, dried and evaporated to an o... The reactants are BrCCCBr, O=C([O-])[O-], CC#N, [Cs+], [Cs+], Oc1ccc(F)cc1. Product: Fc1ccc(OCCCBr)cc1. RXN SMILES: [Br:9][CH2:10][CH2:11][CH2:12][Br:13].[C:14](=[O:15])([O-:16])[O-:17].[CH3:20][C:21]#[N:22].[Cs+:18].[Cs+:19].[F:1][c:2]1[cH:3][cH:4][c:5]([OH:8])[cH:6][cH:7]1>>[F:1][c:2]1[cH:3][cH:4][c:5]([O:8][CH2:12][CH2:11][CH2:10][Br:9])[cH:6][cH:7]1. The reactants are BrC1=CC=CC(=N1)C=O (6-bromo-2-pyridine aldehyde), C(CC(=O)C)(=O)OCCCl (chloroethyl acetoacetate), N\C(=C/C(=O)OC)\C (methyl 3-aminocrotonate). The solvent is C(C)(C)O (isopropanol). Reaction conditions: time 9 hour. The product is COC(=O)C=1C(C(=C(NC1C)C)C(=O)OCCCl)C1=NC(=CC=C1)Br (2,6-Dimethyl-4-(6-bromo-2-pyridyl)-1,4-dihydropyridine-3,5-dicarboxylic acid 3-β-chloroethyl ester 5-methyl ester). Isolated yield 48.6%. Reaction SMILES: [Br:1][C:2]1[N:7]=[C:6]([CH:8]=O)[CH:5]=[CH:4][CH:3]=1.[C:10]([O:16][CH2:17][CH2:18][Cl:19])(=[O:15])[CH2:11][C:12]([CH3:14])=O.[NH2:20]/[C:21](/[CH3:27])=[CH:22]\[C:23]([O:25][CH3:26])=[O:24]>C(O)(C)C>[CH3:26][O:25][C:23]([C:22]1[CH:8]([C:6]2[CH:5]=[CH:4][CH:3]=[C:2]([Br:1])[N:7]=2)[C:11]([C:10]([O:16][CH2:17][CH2:18][Cl:19])=[O:15])=[C:12]([CH3:14])[NH:20][C:21]=1[CH3:27])=[O:24]. Procedure details: A solution of 6-bromo-2-pyridine aldehyde (1.542 g, 8.29 mmol), chloroethyl acetoacetate (1.388 g, 8.43 mmol) and methyl 3-aminocrotonate (948 mg, 8.29 mmol) in 12 ml of isopropanol was stirred under a nitrogen gas stream, at 40° C. for 9 hours and at room temperature for 13 hours. The reaction solvent was distilled off under reduced pressure, and the residue was purified by column chromatography [silica gel; ethyl acetate-n-hexane (2:3)]. The crude product thus obtained was recrystallized from ... Reaction SMILES: [CH3:19][OH:20].[Cl:1][c:2]1[cH:3][c:4]([F:9])[c:5]([OH:8])[cH:6][cH:7]1.[F-:10].[F:12][C:13]([CH2:14][I:15])([F:16])[F:17].[K+:11].[OH2:18]>>[Cl:1][c:2]1[cH:3][c:4]([F:9])[c:5]([O:8][CH2:14][C:13]([F:12])([F:16])[F:17])[cH:6][cH:7]1. Reactants: CO, Oc1ccc(Cl)cc1F, [F-], FC(F)(F)CI, [K+], O. The product is Fc1cc(Cl)ccc1OCC(F)(F)F. Reactants: ClC=1C=C(C=CC1OC)NN=C(C#N)C#N (2-[(3-chloro-4-methoxy-phenyl)hydrazono]malononitrile), O.NN (hydrazine hydrate), O.NN (hydrazine hydrate), ClC=1C=C(OC)C=CC1N (3-chloro-4-anisidine), C(CC#N)#N (malononitrile). Yields the product NC1=NN=C(C1=NNC1=CC(=C(C=C1)OC)Cl)N (3,5-Diamino-4-[(3-chloro-4-methoxyphenyl)hydrazono]pyrazole). Isolated yield 70.0%. RXN SMILES: [Cl:1][C:2]1[CH:3]=[C:4]([NH:10][N:11]=[C:12]([C:15]#[N:16])[C:13]#[N:14])[CH:5]=[CH:6][C:7]=1OC.Cl[C:18]1C=C(C=CC=1N)OC.C(#N)CC#N.[OH2:32].[NH2:33][NH2:34]>>[NH2:14][C:13]1[C:12](=[N:11][NH:10][C:4]2[CH:5]=[CH:6][C:7]([O:32][CH3:18])=[C:2]([Cl:1])[CH:3]=2)[C:15]([NH2:16])=[N:34][N:33]=1 |f:3.4|. Procedure: This compound was prepared using 117 mg (0.5 mmol) of 2-[(3-chloro-4-methoxy-phenyl)hydrazono]malononitrile, which was derived from 3-chloro-4-anisidine (157 mg, 1.0 mmol) and malononitrile (1.5 mmol) as described in Example 8, and hydrazine hydrate. Precipitate formed in the reaction tube immediately after the addition of hydrazine hydrate. The resulting solid was isolated by filtration, washed with ethanol, and dried to yield 93 mg (70%) of the title compound as a yellow solid. The reactants are C(C1=CC=CC=C1)[C@H]1CNCCN1 (3-(S)-benzyl-piperazine), Cl.ClC=1C=CC2=C(N=C(C3=C(N2)C=CC=C3)N)C1 (8-chloro-5H-dibenzo[b,e][1,4]diazepin-11-ylamine hydrochloride), C1(=CC=CC=C1)C (toluene). Solvent: CS(=O)C (dimethylsulfoxide). Product: C(C1=CC=CC=C1)[C@H]1CN(CCN1)C=1C2=C(NC3=C(N1)C=C(C=C3)Cl)C=CC=C2 (11-(3-(S)-Benzyl-piperazin-1-yl)-8-chloro-5H-dibenzo[b,e][1,4]diazepine). Yield: 52.3%. Reaction SMILES: [CH2:1]([C@@H:8]1[NH:13][CH2:12][CH2:11][NH:10][CH2:9]1)[C:2]1[CH:7]=[CH:6][CH:5]=[CH:4][CH:3]=1.Cl.[Cl:15][C:16]1[CH:17]=[CH:18][C:19]2[NH:25][C:24]3[CH:26]=[CH:27][CH:28]=[CH:29][C:23]=3[C:22](N)=[N:21][C:20]=2[CH:31]=1.C1(C)C=CC=CC=1>CS(C)=O>[CH2:1]([C@@H:8]1[NH:13][CH2:12][CH2:11][N:10]([C:22]2[C:23]3[CH:29]=[CH:28][CH:27]=[CH:26][C:24]=3[NH:25][C:19]3[CH:18]=[CH:17][C:16]([Cl:15])=[CH:31][C:20]=3[N:21]=2)[CH2:9]1)[C:2]1[CH:3]=[CH:4][CH:5]=[CH:6][CH:7]=1 |f:1.2|. Reported procedure: Combine 3-(S)-benzyl-piperazine (800 mg, 4.5 mmol), 8-chloro-5H-dibenzo[b,e][1,4]diazepin-11-ylamine hydrochloride (424 mg, 1.5 mmol), toluene (8 mL), dimethylsulfoxide (2 mL) and reflux for 3 days. Concentrate and pour into water (50 mL), filtrate the resulting solid, redissolve in dichloromethane (200 mL), wash with water and dry over magnesium sulfate. After concentration, purify by flash chromatography (dichloromethane then gradient of methanol 3–10%) to give (316 mg, 53%) of the title compo...